describe an organic reaction: reactants, conditions, products, and yield From a dataset of the Open Reaction Database (ORD), a public repository of structured organic reaction records. Starting materials: resultant mixture, ClC1=C(N)C(=CC=C1)Cl (2,6-dichloroaniline), [H-].[Na+] (sodium hydride), ClC1=C(C=C(C=C1[N+](=O)[O-])[N+](=O)[O-])C(F)(F)F (2-chloro-3,5-dinitrobenzotrifluoride), Cl (hydrochoric acid). Run in CN(C=O)C (dimethylformamide), O (water), CN(C=O)C (dimethylformamide), CN(C=O)C (dimethylformamide). Run at temperature 10 celsius, time 20 hour. Product: ClC1=C(NC2=C(C=C(C=C2[N+](=O)[O-])[N+](=O)[O-])C(F)(F)F)C(=CC=C1)Cl (2(2,6-dichloroanilino)-3,5-dinitrobenzotrifluoride). RXN SMILES: [Cl:1][C:2]1[CH:8]=[CH:7][CH:6]=[C:5]([Cl:9])[C:3]=1[NH2:4].[H-].[Na+].Cl[C:13]1[C:18]([N+:19]([O-:21])=[O:20])=[CH:17][C:16]([N+:22]([O-:24])=[O:23])=[CH:15][C:14]=1[C:25]([F:28])([F:27])[F:26].Cl>CN(C)C=O.O>[Cl:1][C:2]1[CH:8]=[CH:7][CH:6]=[C:5]([Cl:9])[C:3]=1[NH:4][C:13]1[C:18]([N+:19]([O-:21])=[O:20])=[CH:17][C:16]([N+:22]([O-:24])=[O:23])=[CH:15][C:14]=1[C:25]([F:26])([F:28])[F:27] |f:1.2|. Procedure details: 2,6-dichloroaniline (360 g.) was dissolved in dimethylformamide (1.5 l.) and added to sodium hydride (obtained by washing sodium hydride in mineral oil (214 g; 50%) with petrol) suspended in dimethylformamide (4.1) at 10° C. When the addition was completed the temperature of the mixture was allowed to rise to the ambient temperature and then cooled to 10° C. A solution of 2-chloro-3,5-dinitrobenzotrifluoride (600 g.) in dimethylformamide (1.5 l.) was slowly added, and the mixture stirred at the ... Reactants: C1(=CC=CC=C1)P(C1=CC=CC=C1)C1=CC=CC=C1 (Triphenylphosphine), C(C)(C)(C)[Si](O[C@@H]1[C@@H]2CC[C@@H]([C@]2(CCC1)C)[C@@H](C=O)C)(C)C ((S)-2-[(1R,3aR,4S,7aR)-4-(tert-Butyl-dimethyl-silanyloxy)-7a-methyl-octahydro-inden-1-yl]-propan-1-al), BrC(Br)(Br)Br (tetrabromomethane). Solvent: ClCCl (dichloromethane), ClCCl (dichloromethane), ClCCl (dichloromethane). Run at temperature -20 celsius. Product: C(C)(C)(C)[Si](O[C@@H]1[C@@H]2CC[C@@H]([C@]2(CCC1)C)[C@@H](C=C(Br)Br)C)(C)C ((1R,3aR,4S,7aR)-4-(tert-Butyl-dimethyl-silanyloxy)-1-[(S)-3,3-dibromo-1-methyl-allyl]-7a-methyl-octahydro-indene). Isolated yield 81.0%. Reaction SMILES: [Br:1][C:2]([Br:5])(Br)Br.C1(P(C2C=CC=CC=2)C2C=CC=CC=2)C=CC=CC=1.[C:25]([Si:29]([CH3:46])([CH3:45])[O:30][C@H:31]1[CH2:39][CH2:38][CH2:37][C@@:36]2([CH3:40])[C@H:32]1[CH2:33][CH2:34][C@@H:35]2[C@H:41]([CH3:44])[CH:42]=O)([CH3:28])([CH3:27])[CH3:26]>ClCCl>[C:25]([Si:29]([CH3:46])([CH3:45])[O:30][C@H:31]1[CH2:39][CH2:38][CH2:37][C@@:36]2([CH3:40])[C@H:32]1[CH2:33][CH2:34][C@@H:35]2[C@H:41]([CH3:42])[CH:44]=[C:2]([Br:5])[Br:1])([CH3:27])([CH3:28])[CH3:26]. Procedure details: Typically, tetrabromomethane (16.8 g; 50.6 mmol) is dissolved in dichloromethane (80 ml). Triphenylphosphine (26.5 g; 101.1 mmol) in solution in dichloromethane (40 ml) is added dropwise. The reaction mixture is cooled to -20° C. and the compound (S)-2-[(1R,3aR,4S,7aR)-4-(tert-Butyl-dimethyl-silanyloxy)-7a-methyl-octahydro-inden-1-yl]-propan-1-al (J. Org Chem: 1992, 57, 3173 ) in solution in dichloromethane (30 ml) is added dropwise. The reaction mixture is allowed to reach room temperature and ... The reactants are CC1=C(C(=O)CC(=O)OCC)C(=CC(=C1F)F)F (ethyl 2-methyl-3,4,6-trifluorobenzoylacetate), C(C)(=O)OC(C)=O (acetic anhydride), C(C)OC(OCC)OCC (triethoxymethane). Product: CC1=C(C(=O)C(C(=O)OCC)=COCC)C(=CC(=C1F)F)F (ethyl 2-(2-methyl-3,4,6-trifluorobenzoyl)-3-ethoxyacrylate). Isolated yield 90.0%. Reaction SMILES: [CH3:1][C:2]1[C:15]([F:16])=[C:14]([F:17])[CH:13]=[C:12]([F:18])[C:3]=1[C:4]([CH2:6][C:7]([O:9][CH2:10][CH3:11])=[O:8])=[O:5].[C:19]([O:22][C:23](=O)C)(=O)[CH3:20].C(OC(OCC)OCC)C>>[CH3:1][C:2]1[C:15]([F:16])=[C:14]([F:17])[CH:13]=[C:12]([F:18])[C:3]=1[C:4]([C:6](=[CH:23][O:22][CH2:19][CH3:20])[C:7]([O:9][CH2:10][CH3:11])=[O:8])=[O:5]. Procedure: To ethyl 2-methyl-3,4,6-trifluorobenzoylacetate (3.2 g) are added acetic anhydride (3.0 g) and triethoxymethane (2.7 g) and the mixture is refluxed for 1 hour. After concentrating, ethyl 2-(2-methyl-3,4,6-trifluorobenzoyl)-3-ethoxyacrylate (3.5 g) is obtained. The reactants are CNC(=O)NS(=O)(=O)c1cccc2c1OC(C)(C)C2, O=C(Cl)Cl, Clc1ccccc1. The product is CC1(C)Cc2cccc(S(=O)(=O)N=C=O)c2O1. Reaction SMILES: [CH3:1][C:2]1([CH3:19])[CH2:3][c:4]2[c:5]([c:7]([S:11](=[O:12])(=[O:13])[NH:14][C:15](=[O:16])[NH:17][CH3:18])[cH:8][cH:9][cH:10]2)[O:6]1.[Cl:20][C:21](=[O:22])[Cl:23].[Cl:24][c:25]1[cH:26][cH:27][cH:28][cH:29][cH:30]1>>[CH3:1][C:2]1([CH3:19])[CH2:3][c:4]2[c:5]([c:7]([S:11](=[O:12])(=[O:13])[N:14]=[C:15]=[O:16])[cH:8][cH:9][cH:10]2)[O:6]1.